This data is from the Open Reaction Database (ORD), a public repository of structured organic reaction records. The task is: describe an organic reaction: reactants, conditions, products, and yield Reactants: FC1=C(C=CC(=C1)[N+](=O)[O-])O (2-fluoro-4-nitrophenol), NC1=C(C=C(C=C1)O)F (4-amino-3-fluorophenol). Product: NC1=CC(=C(C=C1)O)F (4-amino-2-fluorophenol). Yield: 97.9%. Reaction SMILES: [F:1][C:2]1[CH:7]=[C:6]([N+:8]([O-])=O)[CH:5]=[CH:4][C:3]=1[OH:11].NC1C=CC(O)=CC=1F>>[NH2:8][C:6]1[CH:5]=[CH:4][C:3]([OH:11])=[C:2]([F:1])[CH:7]=1. Reported procedure: This compound was prepared from 2-fluoro-4-nitrophenol (2.0 g, 12.7 mmol) in is the manner described for 4-amino-3-fluorophenol, affording 1.58 g (98%) of 4-amino-2-fluorophenol as a tan solid. 1H-NMR (DMSO-d6) □ 8.53 (s, 1H), 6.59 (dd, J=10.2, 8.5 Hz, 1H), 6.31 (dd, J=13.1, 2.8, Hz, 1H), 6.20 to 6.14 (m, 1H), 4.66 (s, 2H). The reactants are CN(C=O)C (N,N-Dimethylformamide), IC1=NC(=CC=C1OC1=CC=NC2=CC(=C(C=C12)OC)OC)C (4-[(2-Iodo-6-methyl-3-pyridyl)oxy]-6,7-dimethoxyquinoline), IC1=NC(=CC=C1OC1=CC=NC2=CC(=C(C=C12)OC)OC)C (4-[(2-Iodo-6-methyl-3-pyridyl)oxy]-6,7-dimethoxyquinoline), tetrakistriphenylphosphine palladium, C(CCC)[Sn](C=1SC=CN1)(CCCC)CCCC (tri-n-butyl-(thiazol-2-yl)-tin). The reagents and catalysts are [Cu]=O (copper(II) oxide). The solvent is O (water). Reaction conditions: temperature 70 celsius, time 8 hour. Product: COC=1C=C2C(=CC=NC2=CC1OC)OC=1C(=NC(=CC1)C)C=1SC=CN1 (6,7-Dimethoxy-4-(6-methyl-2-thiazol-2-yl-pyridin-3-yloxy)-quinoline). Isolated yield 11.6%. As a reaction SMILES: CN(C)C=O.I[C:7]1[C:12]([O:13][C:14]2[C:23]3[C:18](=[CH:19][C:20]([O:26][CH3:27])=[C:21]([O:24][CH3:25])[CH:22]=3)[N:17]=[CH:16][CH:15]=2)=[CH:11][CH:10]=[C:9]([CH3:28])[N:8]=1.C([Sn](CCCC)(CCCC)[C:34]1[S:35][CH:36]=[CH:37][N:38]=1)CCC>[Cu]=O.O>[CH3:25][O:24][C:21]1[CH:22]=[C:23]2[C:18](=[CH:19][C:20]=1[O:26][CH3:27])[N:17]=[CH:16][CH:15]=[C:14]2[O:13][C:12]1[C:7]([C:34]2[S:35][CH:36]=[CH:37][N:38]=2)=[N:8][C:9]([CH3:28])=[CH:10][CH:11]=1. Procedure details: N,N-Dimethylformamide (1 ml) was added to 4-(2-iodo-6-methyl-pyridin-3-yloxy)-6,7-dimethoxy-quinoline (compound 116) (50 mg), tetrakistriphenylphosphine palladium (14 mg), tri-n-butyl-(thiazol-2-yl)-tin (132 mg), and copper(II) oxide (1.9 mg) under an argon atmosphere, and the mixture was stirred at 70° C. overnight. The reaction solution was cooled to room temperature, water was then added thereto, and the mixture was extracted with ethyl acetate. The ethyl acetate layer was then washed with wa... Reactants: CCCCCCC(O)CCCCCCCCCCCOCC1CO1, CCO, NCCO. Product: CCCCCCC(O)CCCCCCCCCCCOCC(O)CNCCO. As a reaction SMILES: [CH2:5]([CH:6]1[CH2:7][O:8]1)[O:9][CH2:10][CH2:11][CH2:12][CH2:13][CH2:14][CH2:15][CH2:16][CH2:17][CH2:18][CH2:19][CH2:20][CH:21]([CH2:22][CH2:23][CH2:24][CH2:25][CH2:26][CH3:27])[OH:28].[CH3:29][CH2:30][OH:31].[NH2:1][CH2:2][CH2:3][OH:4]>>[NH:1]([CH2:2][CH2:3][OH:4])[CH2:7][CH:6]([CH2:5][O:9][CH2:10][CH2:11][CH2:12][CH2:13][CH2:14][CH2:15][CH2:16][CH2:17][CH2:18][CH2:19][CH2:20][CH:21]([CH2:22][CH2:23][CH2:24][CH2:25][CH2:26][CH3:27])[OH:28])[OH:8].